Dataset: the Open Reaction Database (ORD), a public repository of structured organic reaction records. Task: describe an organic reaction: reactants, conditions, products, and yield Starting materials: Cl.COC=1C=CC2=C(SC(=C2C(C2=CC=C(C=C2)OCCN2CCCCC2)=O)C2=CC=C(C=C2)OC)C1 (6-methoxy-2-(4-methoxyphenyl)-3-[4-(2-piperidinoethoxy)benzoyl]benzo[b]thiophene hydrochloride), B(Cl)(Cl)Cl (boron trichloride), C(C)O (ethanol), CO (methanol). Solvent: ClCCCl (1,2-dichloroethane). Conditions: temperature 35 celsius, time 18 hour. Product: ClCCCl.Cl.OC=1C=CC2=C(SC(=C2C(C2=CC=C(C=C2)OCCN2CCCCC2)=O)C2=CC=C(C=C2)O)C1 (6-Hydroxy-2-(4-hydroxyphenyl)-3-[4-(2-piperidinoethoxy)benzoyl]-benzo[b]thiophene Hydrochloride 1,2-Dichloroethane). RXN SMILES: [ClH:1].C[O:3][C:4]1[CH:5]=[CH:6][C:7]2[C:11]([C:12](=[O:28])[C:13]3[CH:18]=[CH:17][C:16]([O:19][CH2:20][CH2:21][N:22]4[CH2:27][CH2:26][CH2:25][CH2:24][CH2:23]4)=[CH:15][CH:14]=3)=[C:10]([C:29]3[CH:34]=[CH:33][C:32]([O:35]C)=[CH:31][CH:30]=3)[S:9][C:8]=2[CH:37]=1.B(Cl)(Cl)[Cl:39].C(O)C.CO>ClCCCl>[Cl:1][CH2:8][CH2:37][Cl:39].[ClH:39].[OH:3][C:4]1[CH:5]=[CH:6][C:7]2[C:11]([C:12](=[O:28])[C:13]3[CH:14]=[CH:15][C:16]([O:19][CH2:20][CH2:21][N:22]4[CH2:23][CH2:24][CH2:25][CH2:26][CH2:27]4)=[CH:17][CH:18]=3)=[C:10]([C:29]3[CH:30]=[CH:31][C:32]([OH:35])=[CH:33][CH:34]=3)[S:9][C:8]=2[CH:37]=1 |f:0.1,6.7.8|. Reported procedure: A solution of 6-methoxy-2-(4-methoxyphenyl)-3-[4-(2-piperidinoethoxy)benzoyl]benzo[b]thiophene hydrochloride (2.0 g) in 1,2-dichloroethane (20 mL) was treated with boron trichloride (2.0 mL). The resulting mixture was stirred at 35° C. for about 18 hours. A mixture of ethanol and methanol (10 mL, 95:5, 3A) was treated with the reaction mixture from above, causing the alcoholic mixture to reflux. Upon complete addition, the resulting crystalline slurry was stirred at 25° C. After one hour, the cr... Reactants: CN(C)C=C1C(C2=C(N=C(S2)N=CN(C)C)CC1)=O (N′-(6-dimethylaminomethylene-7-oxo-4,5,6,7-tetrahydro-benzothiazol-2-yl)-N,N-dimethyl-formamidine), [N+](=O)(O)[O-].C1(=CC=CC=C1)NC(=N)N (N-phenyl-guanidine nitrate), [OH-].[Na+] (NaOH). Yields the product C1(=CC=CC=C1)NC1=NC=2C3=C(CCC2C=N1)N=C(S3)N (N8-Phenyl-4,5-dihydro-thiazolo[4,5-h]quinazoline-2,8-diamine). Reaction conditions: temperature 100 celsius. Reported procedure: A mixture of N′-(6-dimethylaminomethylene-7-oxo-4,5,6,7-tetrahydro-benzothiazol-2-yl)-N,N-dimethyl-formamidine (200 mg, 0.72 mmol), N-phenyl-guanidine nitrate (142 mg, 0.72 mmol), NaOH (57 mg, 1.44 mmol) and 2-methoxyethanol (4 mL) was heated under microwave irradiation (300 W, 100° C.) for 30 min. The reaction mixture was concentrated under vacuum. Flash column chromatography (20% EtOAc:hexane) afforded the title product as a dark yellow solid (16 mg, 8%): mp 240° C. (dec). 1H-NMR (DMSO-d6): δ ... Yield: 7.5%. RXN SMILES: CN([CH:4]=[C:5]1[CH2:18][CH2:17][C:8]2[N:9]=[C:10]([N:12]=CN(C)C)[S:11][C:7]=2[C:6]1=O)C.[N+]([O-])(O)=O.[C:24]1([NH:30][C:31]([NH2:33])=[NH:32])[CH:29]=[CH:28][CH:27]=[CH:26][CH:25]=1.[OH-].[Na+]>COCCO>[C:24]1([NH:30][C:31]2[N:33]=[CH:4][C:5]3[CH2:18][CH2:17][C:8]4[N:9]=[C:10]([NH2:12])[S:11][C:7]=4[C:6]=3[N:32]=2)[CH:29]=[CH:28][CH:27]=[CH:26][CH:25]=1 |f:1.2,3.4|. Solvent: COCCO (2-methoxyethanol).